From a dataset of the Open Reaction Database (ORD), a public repository of structured organic reaction records. describe an organic reaction: reactants, conditions, products, and yield The reactants are B(OC)(OC)OC (trimethyl borate), [Li]CCCC (nBuLi), CCCCCC (hexane), BrC=1C=CC(=NC1)OCC(C)C (5-bromo-2-isobutoxy-pyridine). The solvent is C1CCOC1 (THF), [OH-].[Na+] (NaOH), OO (hydrogen peroxide). Conditions: time 1 hour. The product is C(C(C)C)OC1=CC=C(C=N1)O (6-isobutoxypyridin-3-ol). Isolated yield 30.7%. As a reaction SMILES: [Li]CCCC.CCCCCC.Br[C:13]1[CH:14]=[CH:15][C:16]([O:19][CH2:20][CH:21]([CH3:23])[CH3:22])=[N:17][CH:18]=1.B(OC)(OC)[O:25]C>C1COCC1.[OH-].[Na+].OO>[CH2:20]([O:19][C:16]1[N:17]=[CH:18][C:13]([OH:25])=[CH:14][CH:15]=1)[CH:21]([CH3:23])[CH3:22] |f:5.6|. Procedure: A solution of nBuLi in hexane (2.5 M, 70 mL, 0.176 mol) was added to a solution of 5-bromo-2-isobutoxy-pyridine (Preparation 8, 27 g, 0.117 mol) in THF (300 mL) under a nitrogen atmosphere at −78° C. After stirring for 1 hour, trimethyl borate (18.3 g, 0.176 mol) was added. The mixture was stirred at 0° C. for 1 hour then diluted with 3N NaOH (15 mL) and hydrogen peroxide (30%, 175 mL). The resulting mixture was stirred at room temperature for 1 hour and extracted with EtOAc (3×500 mL). The comb... Yields the product NC1=C(C(=CC(=C1)Br)C(F)(F)F)N(C(OCC)=O)CC1=C(C=C(C=C1)OC)OC (ethyl 2-amino-4-bromo-6-(trifluoromethyl)phenyl(2,4-dimethoxybenzyl)carbamate). Run at temperature 0 celsius, time 20 minute. Reagents/catalysts: [Cl-].[Ti+3].[Cl-].[Cl-] (titanium(III) chloride). Solvent: CO (methanol). Yield: 100.1%. As a reaction SMILES: [Br:1][C:2]1[CH:7]=[C:6]([C:8]([F:11])([F:10])[F:9])[C:5]([N:12]([CH2:18][C:19]2[CH:24]=[CH:23][C:22]([O:25][CH3:26])=[CH:21][C:20]=2[O:27][CH3:28])[C:13](=[O:17])[O:14][CH2:15][CH3:16])=[C:4]([N+:29]([O-])=O)[CH:3]=1.C(=O)(O)[O-].[Na+].O>CO.[Cl-].[Ti+3].[Cl-].[Cl-]>[NH2:29][C:4]1[CH:3]=[C:2]([Br:1])[CH:7]=[C:6]([C:8]([F:11])([F:10])[F:9])[C:5]=1[N:12]([CH2:18][C:19]1[CH:24]=[CH:23][C:22]([O:25][CH3:26])=[CH:21][C:20]=1[O:27][CH3:28])[C:13](=[O:17])[O:14][CH2:15][CH3:16] |f:1.2,5.6.7.8|. Reported procedure: To a solution of ethyl 4-bromo-2-nitro-6-(trifluoromethyl)phenyl(2,4-dimethoxybenzyl)carbamate (1.204 g) in methanol (90 ml) was added titanium(III) chloride solution (20% wt) (31.5595 g) in an ice bath. The reaction mixture was stirred for 20 minutes at 0° C. To the reaction mixture were added saturated aqueous sodium bicarbonate solution and water, and the mixture was extracted 5 times with ethyl acetate. The organic layer was dried over anhydrous magnesium sulfate, and concentrated in vacuo t... Reactants: C([O-])(O)=O.[Na+] (sodium bicarbonate), O (water), BrC1=CC(=C(C(=C1)C(F)(F)F)N(C(OCC)=O)CC1=C(C=C(C=C1)OC)OC)[N+](=O)[O-] (ethyl 4-bromo-2-nitro-6-(trifluoromethyl)phenyl(2,4-dimethoxybenzyl)carbamate). Starting materials: ClC1=C(C=CC(=C1)Cl)C1=NC(=NC=C1N1C=NC=C1)CCN (4-(2,4-dichlorophenyl)-5-imidazol-1-ylpyrimidin-2-ylethylamine), ClC=1SC=CC1[N+](=O)[O-] (2-chloro-3-nitrothiophene), ClC1=C(C=CC(=C1)Cl)C1=NC(=NC=C1C=1NC=CN1)NCCNC1=NC(=C(C=C1)[N+](=O)[O-])OC ([4-(2,4-dichlorophenyl)-5-imidazol-2-ylpyrimidin-2-yl]{2-[(6-methoxy-5-nitro(2-pyridyl))amino]ethyl}amine). The product is ClC1=C(C=CC(=C1)Cl)C1=NC(=NC=C1C=1NC=CN1)NCCNC=1SC=CC1[N+](=O)[O-] ([4-(2,4-dichlorophenyl)-5-imidazolylpyrimidin-2-yl]{2-[(3-nitro(2-thienyl))amino]-ethyl}amine). Reaction SMILES: ClC1C=C(Cl)C=CC=1C1C(N2C=CN=C2)=CN=C(CCN)N=1.Cl[C:24]1[S:25][CH:26]=[CH:27][C:28]=1[N+:29]([O-:31])=[O:30].[Cl:32][C:33]1[CH:38]=[C:37]([Cl:39])[CH:36]=[CH:35][C:34]=1[C:40]1[C:45]([C:46]2[NH:47][CH:48]=[CH:49][N:50]=2)=[CH:44][N:43]=[C:42]([NH:51][CH2:52][CH2:53][NH:54]C2C=CC([N+]([O-])=O)=C(OC)N=2)[N:41]=1>>[Cl:32][C:33]1[CH:38]=[C:37]([Cl:39])[CH:36]=[CH:35][C:34]=1[C:40]1[C:45]([C:46]2[NH:50][CH:49]=[CH:48][N:47]=2)=[CH:44][N:43]=[C:42]([NH:51][CH2:52][CH2:53][NH:54][C:24]2[S:25][CH:26]=[CH:27][C:28]=2[N+:29]([O-:31])=[O:30])[N:41]=1. Procedure: [4-(2,4-dichlorophenyl)-5-imidazolylpyrimidin-2-yl]{2-[(3-nitro(2-thienyl))amino]-ethyl}amine was prepared from [4-(2,4-dichlorophenyl)-5-imidazol-1-ylpyrimidin-2-ylethylamine and 2-chloro-3-nitrothiophene in accordance with the procedure described above for the preparation of [4-(2,4-dichlorophenyl)-5-imidazol-2-ylpyrimidin-2-yl]{2-[(6-methoxy-5-nitro(2-pyridyl))amino]ethyl}amine. The reactants are O1CCCC1 (tetrahydrofuran), FC(C1=CC=C(C=C1)NC(C[C@H](CC)OS(=O)(=O)C)=O)(F)F ((S)-N-[4-(trifluoromethyl)phenyl]-3-methanesulfonyloxypentanoic acid amide), O1CCCC1.C(C)(C)(C)[Mg]Cl (tert-butylmagnesium chloride tetrahydrofuran). Run in O (water). Run at time 2 hour. Product: C(C)[C@@H]1CC(N1C1=CC=C(C=C1)C(F)(F)F)=O ((R)-4-ethyl-1-[4-(trifluoromethyl)phenyl]-2-azetidinone). Isolated yield 95.2%. RXN SMILES: O1CCCC1.[F:6][C:7]([F:27])([F:26])[C:8]1[CH:13]=[CH:12][C:11]([NH:14][C:15](=[O:25])[CH2:16][C@@H:17](OS(C)(=O)=O)[CH2:18][CH3:19])=[CH:10][CH:9]=1.O1CCCC1.C([Mg]Cl)(C)(C)C>O>[CH2:18]([C@H:17]1[N:14]([C:11]2[CH:12]=[CH:13][C:8]([C:7]([F:27])([F:26])[F:6])=[CH:9][CH:10]=2)[C:15](=[O:25])[CH2:16]1)[CH3:19] |f:2.3|. Reported procedure: To a tetrahydrofuran solution (1 mL) containing 200 mg (0.589 mmol) of (S)-N-[4-(trifluoromethyl)phenyl]-3-methanesulfonyloxypentanoic acid amide produced in Example 3, 368.4 mg (0.589 mmol) of tert-butylmagnesium chloride tetrahydrofuran solution (1.6 mmol/g) was added dropwise at room temperature for 5 minutes. After stirring at room temperature for further 2 hours, water (5 mL) was added and extraction was carried out with ethyl acetate. The organic layer was washed with saturated brine and t... Reactants: O=C(OOC(=O)c1ccccc1)c1ccccc1, ClC(Cl)(Cl)Cl, O=C1CCC(=O)N1Br, COC(=O)c1cccc2nc(-c3ccc(C)cc3)oc12. Yields the product COC(=O)c1cccc2nc(-c3ccc(CBr)cc3)oc12. Reaction SMILES: [C:29]([O:30][O:31][C:32](=[O:33])[c:34]1[cH:35][cH:36][cH:37][cH:38][cH:39]1)(=[O:40])[c:41]1[cH:42][cH:43][cH:44][cH:45][cH:46]1.[Cl:47][C:48]([Cl:49])([Cl:50])[Cl:51].[O:21]=[C:22]1[N:23]([Br:28])[C:24](=[O:25])[CH2:26][CH2:27]1.[c:1]1([CH3:20])[cH:2][cH:3][c:4](-[c:7]2[o:8][c:9]3[c:10]([n:11]2)[cH:12][cH:13][cH:14][c:15]3[C:16](=[O:17])[O:18][CH3:19])[cH:5][cH:6]1>>[c:1]1([CH2:20][Br:28])[cH:2][cH:3][c:4](-[c:7]2[o:8][c:9]3[c:10]([n:11]2)[cH:12][cH:13][cH:14][c:15]3[C:16](=[O:17])[O:18][CH3:19])[cH:5][cH:6]1. Reactants: CC1=C(C=CC=C1C)O (2,3-dimethylphenol), CC1=C(C=C(C=C1)C)O (2,5-dimethylphenol). The product is CC1=C(C=CC(=C1)C)O (2,4-dimethylphenol). As a reaction SMILES: [CH3:1][C:2]1[C:7](C)=[CH:6][CH:5]=[CH:4][C:3]=1[OH:9].[CH3:10]C1C=CC(C)=CC=1O>>[CH3:1][C:2]1[CH:7]=[C:6]([CH3:10])[CH:5]=[CH:4][C:3]=1[OH:9]. Procedure: 2,3-dimethylphenol; 2,5-dimethylphenol; Starting materials: COc1cc(N2CCN(C3CCN(C)CC3)CC2)ccc1N, COc1ccccc1-c1ccc2cnc(S(C)=O)nn12, COCCO, CO, CCN(C(C)C)C(C)C. Yields the product COc1cc(N2CCN(C3CCN(C)CC3)CC2)ccc1Nc1ncc2ccc(-c3ccccc3OC)n2n1. RXN SMILES: [CH3:1][O:2][c:3]1[c:4]([NH2:22])[cH:5][cH:6][c:7]([N:9]2[CH2:10][CH2:11][N:12]([CH:15]3[CH2:16][CH2:17][N:18]([CH3:21])[CH2:19][CH2:20]3)[CH2:13][CH2:14]2)[cH:8]1.[CH3:23][S:24](=[O:25])[c:26]1[n:27][n:28]2[c:29]([cH:30][n:31]1)[cH:32][cH:33][c:34]2-[c:35]1[c:36]([O:41][CH3:42])[cH:37][cH:38][cH:39][cH:40]1.[CH3:52][O:53][CH2:54][CH2:55][OH:56].[CH3:57][OH:58].[CH:43]([N:44]([CH2:45][CH3:46])[CH:47]([CH3:48])[CH3:49])([CH3:50])[CH3:51]>>[CH3:1][O:2][c:3]1[c:4]([NH:22][c:26]2[n:27][n:28]3[c:29]([cH:30][n:31]2)[cH:32][cH:33][c:34]3-[c:35]2[c:36]([O:41][CH3:42])[cH:37][cH:38][cH:39][cH:40]2)[cH:5][cH:6][c:7]([N:9]2[CH2:10][CH2:11][N:12]([CH:15]3[CH2:16][CH2:17][N:18]([CH3:21])[CH2:19][CH2:20]3)[CH2:13][CH2:14]2)[cH:8]1. Reactants: CI, CCOC(C)=O, COc1ccc(Cl)c(CC(=O)c2ccc(=O)n(C)c2)c1, [H-], [Na+], C1CCOC1. The product is COc1ccc(Cl)c(C(C)C(=O)c2ccc(=O)n(C)c2)c1. As a reaction SMILES: [CH3:23][I:24].[CH3:25][CH2:26][O:27][C:28](=[O:29])[CH3:30].[Cl:1][c:2]1[c:3]([CH2:10][C:11](=[O:12])[c:13]2[cH:14][cH:15][c:16](=[O:20])[n:17]([CH3:19])[cH:18]2)[cH:4][c:5]([O:8][CH3:9])[cH:6][cH:7]1.[H-:21].[Na+:22].[O:31]1[CH2:32][CH2:33][CH2:34][CH2:35]1>>[Cl:1][c:2]1[c:3]([CH:10]([C:11](=[O:12])[c:13]2[cH:14][cH:15][c:16](=[O:20])[n:17]([CH3:19])[cH:18]2)[CH3:25])[cH:4][c:5]([O:8][CH3:9])[cH:6][cH:7]1. The reactants are BrC1=C(OC2=C(C(=CC=C2C1=O)NCC1=CC=C(C=C1)OC)[N+](=O)[O-])C(C)C (3-Bromo-2-isopropyl-7-(4-methoxybenzylamino)-8-nitro-chromen-4-one), ClC1=CC=C(C=C1)B(O)O (4-chlorophenylboronic acid), O (water), C([O-])([O-])=O.[Na+].[Na+] (sodium carbonate). Reagents/catalysts: [Pd].C1(=CC=CC=C1)P(C1=CC=CC=C1)C1=CC=CC=C1.C1(=CC=CC=C1)P(C1=CC=CC=C1)C1=CC=CC=C1.C1(=CC=CC=C1)P(C1=CC=CC=C1)C1=CC=CC=C1.C1(=CC=CC=C1)P(C1=CC=CC=C1)C1=CC=CC=C1 (tetrakis(triphenylphosphine) palladium (0)). The solvent is C(C)O (ethanol). Run at temperature 100 celsius. Yields the product ClC1=CC=C(C=C1)C1=C(OC2=C(C(=CC=C2C1=O)NCC1=CC=C(C=C1)OC)[N+](=O)[O-])C(C)C (3-(4-Chlorophenyl)-2-isopropyl-7-(4-methoxybenzylamino)-8-nitro-chromen-4-one). As a reaction SMILES: Br[C:2]1[C:11](=[O:12])[C:10]2[C:5](=[C:6]([N+:23]([O-:25])=[O:24])[C:7]([NH:13][CH2:14][C:15]3[CH:20]=[CH:19][C:18]([O:21][CH3:22])=[CH:17][CH:16]=3)=[CH:8][CH:9]=2)[O:4][C:3]=1[CH:26]([CH3:28])[CH3:27].[Cl:29][C:30]1[CH:35]=[CH:34][C:33](B(O)O)=[CH:32][CH:31]=1.C(=O)([O-])[O-].[Na+].[Na+].O>C(O)C.[Pd].C1(P(C2C=CC=CC=2)C2C=CC=CC=2)C=CC=CC=1.C1(P(C2C=CC=CC=2)C2C=CC=CC=2)C=CC=CC=1.C1(P(C2C=CC=CC=2)C2C=CC=CC=2)C=CC=CC=1.C1(P(C2C=CC=CC=2)C2C=CC=CC=2)C=CC=CC=1>[Cl:29][C:30]1[CH:35]=[CH:34][C:33]([C:2]2[C:11](=[O:12])[C:10]3[C:5](=[C:6]([N+:23]([O-:25])=[O:24])[C:7]([NH:13][CH2:14][C:15]4[CH:20]=[CH:19][C:18]([O:21][CH3:22])=[CH:17][CH:16]=4)=[CH:8][CH:9]=3)[O:4][C:3]=2[CH:26]([CH3:27])[CH3:28])=[CH:32][CH:31]=1 |f:2.3.4,7.8.9.10.11|. Procedure: 3-Bromo-2-isopropyl-7-(4-methoxybenzylamino)-8-nitro-chromen-4-one (105 mg, 0.235 mmol), 4-chlorophenylboronic acid (73 mg, 0.47 mmol) and tetrakis(triphenylphosphine) palladium (0) (28 mg, 0.024 mmol) are dissolved in absolute ethanol (3 ml) in a 5 ml capacity microwave tube. Aqueous sodium carbonate solution (2M, 0.35 ml, 0.7 mmol) is added, and the mixture is heated at 100° C. under microwave irradiation for 10 min. The mixture is poured into water (10 ml) and extracted with ethyl acetate (3×...